describe an organic reaction: reactants, conditions, products, and yield From a dataset of the Open Reaction Database (ORD), a public repository of structured organic reaction records. Procedure details: Sodium periodate (0.070 g, 0.326 mmol) was added to a solution of (2S,3S,4R,5S)-2-(4-amino-5H-pyrrolo[3,2-d]pyrimidin-7-yl)-5-(methylthiomethyl)pyrrolidine-3,4-diol dihydrochloride (0.1 g, 0.272 mmol, prepared according to G. B. Evans, R. H. Furneaux, V. L. Schramm, V. Singh, P. C. Tyler, J. Med. Chem., 2004, 47, 3275) in water (3 ml) and stirred at rt for 1 h. Sodium borohydride (0.051 g, 1.358 mmol) was added in small portions (vigorous reaction). The solution, which momentarily darkened then ... The yield is 47.0%. Yields the product NC=1C2=C(N=CN1)C(=CN2)[C@@H](CO)N[C@@H](CO)CSC ((S)-2-((S)-1-(4-amino-5H-pyrrolo[3,2-d]pyrimidin-7-yl)-2-hydroxyethylamino)-3-(methylthio)propan-1-ol). As a reaction SMILES: I([O-])(=O)(=O)=O.[Na+].Cl.Cl.[NH2:9][C:10]1[C:11]2[NH:18][CH:17]=[C:16]([C@H:19]3[C@H:23]([OH:24])[C@H:22]([OH:25])[C@@H:21]([CH2:26][S:27][CH3:28])[NH:20]3)[C:12]=2[N:13]=[CH:14][N:15]=1.[BH4-].[Na+]>O>[NH2:9][C:10]1[C:11]2[NH:18][CH:17]=[C:16]([C@H:19]([NH:20][C@H:21]([CH2:26][S:27][CH3:28])[CH2:22][OH:25])[CH2:23][OH:24])[C:12]=2[N:13]=[CH:14][N:15]=1 |f:0.1,2.3.4,5.6|. Starting materials: I(=O)(=O)(=O)[O-].[Na+] (Sodium periodate), Cl.Cl.NC=1C2=C(N=CN1)C(=CN2)[C@@H]2N[C@@H]([C@H]([C@H]2O)O)CSC ((2S,3S,4R,5S)-2-(4-amino-5H-pyrrolo[3,2-d]pyrimidin-7-yl)-5-(methylthiomethyl)pyrrolidine-3,4-diol dihydrochloride), [BH4-].[Na+] (Sodium borohydride). Solvent: O (water). Reaction conditions: time 1 hour.